This data is from the Open Reaction Database (ORD), a public repository of structured organic reaction records. The task is: describe an organic reaction: reactants, conditions, products, and yield RXN SMILES: Br[C:2]1[C:3]([F:22])=[C:4]([F:21])[CH:5]=[C:6]2[C:11]=1[N:10]([CH:12]1[CH2:14][CH2:13]1)[CH:9]=[C:8]([C:15]([O:17][CH2:18][CH3:19])=[O:16])[C:7]2=[O:20].C([Sn](CCCC)(CCCC)[C:28]#[C:29][CH2:30][CH2:31][CH2:32][CH3:33])CCC>C1(C)C=CC=CC=1.C1C=CC([P]([Pd]([P](C2C=CC=CC=2)(C2C=CC=CC=2)C2C=CC=CC=2)([P](C2C=CC=CC=2)(C2C=CC=CC=2)C2C=CC=CC=2)[P](C2C=CC=CC=2)(C2C=CC=CC=2)C2C=CC=CC=2)(C2C=CC=CC=2)C2C=CC=CC=2)=CC=1>[CH:12]1([N:10]2[C:11]3[C:6](=[CH:5][C:4]([F:21])=[C:3]([F:22])[C:2]=3[C:28]#[C:29][CH2:30][CH2:31][CH2:32][CH3:33])[C:7](=[O:20])[C:8]([C:15]([O:17][CH2:18][CH3:19])=[O:16])=[CH:9]2)[CH2:14][CH2:13]1 |^1:52,54,73,92|. Reactants: BrC=1C(=C(C=C2C(C(=CN(C12)C1CC1)C(=O)OCC)=O)F)F (ethyl 8-bromo-1-cyclopropyl-6,7-difluoro-1,4-dihydro-4-oxo-3-quinolinecarboxylate), C(CCC)[Sn](C#CCCCC)(CCCC)CCCC (1-tributylstannyl-hex-1-ine). Isolated yield 36.7%. Procedure details: 1.9 g of ethyl 8-bromo-1-cyclopropyl-6,7-difluoro-1,4-dihydro-4-oxo-3-quinolinecarboxylate, 3.5 g of 1-tributylstannyl-hex-1-ine and 0.29 g of tetrakis(triphenylphosphine)palladium(0) are refluxed for 8 hours in 20 ml of absolute toluene under a nitrogen atmosphere. The reaction mixture is concentrated, the residue is stirred with 30 ml of hexane, and the resulting solid is recrystallised from cyclohexane. 0.7 g of ethyl 1-cyclopropyl-6,7-difluoro-8-(1-hexinyl)-1,4-dihydro-4-oxo-3-quinolinecarbo... Reagents/catalysts: C=1C=CC(=CC1)[P](C=2C=CC=CC2)(C=3C=CC=CC3)[Pd]([P](C=4C=CC=CC4)(C=5C=CC=CC5)C=6C=CC=CC6)([P](C=7C=CC=CC7)(C=8C=CC=CC8)C=9C=CC=CC9)[P](C=1C=CC=CC1)(C=1C=CC=CC1)C=1C=CC=CC1 (tetrakis(triphenylphosphine)palladium(0)). The solvent is C1(=CC=CC=C1)C (toluene). The product is C1(CC1)N1C=C(C(C2=CC(=C(C(=C12)C#CCCCC)F)F)=O)C(=O)OCC (ethyl 1-cyclopropyl-6,7-difluoro-8-(1-hexinyl)-1,4-dihydro-4-oxo-3-quinolinecarboxylate).